From a dataset of the Open Reaction Database (ORD), a public repository of structured organic reaction records. describe an organic reaction: reactants, conditions, products, and yield Starting materials: CC(C)CCCBr, O=C([O-])[O-], CCCC[N+](CCCC)(CCCC)CCCC, CN(C)C=O, [I-], [K+], [K+], O, Oc1ccc2[nH]ncc2c1. Yields the product CC(C)CCCOc1ccc2[nH]ncc2c1. Reaction SMILES: [Br:11][CH2:12][CH2:13][CH2:14][CH:15]([CH3:16])[CH3:17].[C:18](=[O:19])([O-:20])[O-:21].[CH2:31]([N+:32]([CH2:33][CH2:34][CH2:35][CH3:36])([CH2:37][CH2:38][CH2:39][CH3:40])[CH2:41][CH2:42][CH2:43][CH3:44])[CH2:45][CH2:46][CH3:47].[CH3:25][N:26]([CH3:27])[CH:28]=[O:29].[I-:30].[K+:22].[K+:23].[OH2:24].[nH:1]1[n:2][cH:3][c:4]2[cH:5][c:6]([OH:10])[cH:7][cH:8][c:9]12>>[nH:1]1[n:2][cH:3][c:4]2[cH:5][c:6]([O:10][CH2:12][CH2:13][CH2:14][CH:15]([CH3:16])[CH3:17])[cH:7][cH:8][c:9]12. Starting materials: NC1[C@@H]2N(C(=C(CS2)CCl)C(=O)OC(C2=CC=CC=C2)C2=CC=CC=C2)C1=O (Benzhydryl 7-Amino-3-chloromethyl-3-cephem-4-carboxylate), NC1[C@@H]2N(C(=C(CS2)CCl)C(=O)OC(C2=CC=CC=C2)C2=CC=CC=C2)C1=O (Benzhydryl 7-Amino-3-chloromethyl-3-cephem-4-carboxylate), C(C=C)O\N=C(/C(=O)O)\C=1N=C(SC1)NC(C1=CC=CC=C1)(C1=CC=CC=C1)C1=CC=CC=C1 ((Z)-2-allyloxyimino-2-(2-tritylaminothiazol-4-yl)acetic acid), P(Cl)(Cl)(Cl)(Cl)Cl (phosphorus pentachloride). Solvent: C(C)(=O)OCC (ethyl acetate), C(Cl)Cl (methylene chloride), C(Cl)Cl (methylene chloride). Conditions: time 30 minute. Product: C(C=C)O\N=C(/C(=O)NC1[C@@H]2N(C(=C(CS2)CCl)C(=O)OC(C2=CC=CC=C2)C2=CC=CC=C2)C1=O)\C=1N=C(SC1)NC(C1=CC=CC=C1)(C1=CC=CC=C1)C1=CC=CC=C1 (Benzhydryl 7-[(Z)-2-Allyloxyimino-2-(2-tritylaminothiazol-4-yl)-acetamido]-3-chloromethyl-3-cephem-4-carboxylate). Reaction SMILES: [NH2:1][CH:2]1[C:27](=[O:28])[N:4]2[C:5]([C:11]([O:13][CH:14]([C:21]3[CH:26]=[CH:25][CH:24]=[CH:23][CH:22]=3)[C:15]3[CH:20]=[CH:19][CH:18]=[CH:17][CH:16]=3)=[O:12])=[C:6]([CH2:9][Cl:10])[CH2:7][S:8][C@H:3]12.[CH2:29]([O:32]/[N:33]=[C:34](/[C:38]1[N:39]=[C:40]([NH:43][C:44]([C:57]2[CH:62]=[CH:61][CH:60]=[CH:59][CH:58]=2)([C:51]2[CH:56]=[CH:55][CH:54]=[CH:53][CH:52]=2)[C:45]2[CH:50]=[CH:49][CH:48]=[CH:47][CH:46]=2)[S:41][CH:42]=1)\[C:35](O)=[O:36])[CH:30]=[CH2:31].P(Cl)(Cl)(Cl)(Cl)Cl>C(Cl)Cl.C(OCC)(=O)C>[CH2:29]([O:32]/[N:33]=[C:34](/[C:38]1[N:39]=[C:40]([NH:43][C:44]([C:57]2[CH:62]=[CH:61][CH:60]=[CH:59][CH:58]=2)([C:51]2[CH:52]=[CH:53][CH:54]=[CH:55][CH:56]=2)[C:45]2[CH:50]=[CH:49][CH:48]=[CH:47][CH:46]=2)[S:41][CH:42]=1)\[C:35]([NH:1][CH:2]1[C:27](=[O:28])[N:4]2[C:5]([C:11]([O:13][CH:14]([C:15]3[CH:20]=[CH:19][CH:18]=[CH:17][CH:16]=3)[C:21]3[CH:22]=[CH:23][CH:24]=[CH:25][CH:26]=3)=[O:12])=[C:6]([CH2:9][Cl:10])[CH2:7][S:8][C@H:3]12)=[O:36])[CH:30]=[CH2:31]. Reported procedure: To a suspension of Compound V (1.35 g, 3 mmoles) in methylene chloride (20 mL) was added BSA (1.1 mL, 4.5 mmoles), and the mixture was stirred for 30 minutes at room temperature to become a clear solution. A mixture of (Z)-2-allyloxyimino-2-(2-tritylaminothiazol-4-yl)acetic acid (IVc) (1.40 g, 3.0 mmoles) and phosphorus pentachloride (690 mg, 3.3 mmoles) in methylene chloride (20 mL) was stirred for 15 minutes at room temperature and poured in one portion into the solution of the trimethylsilyla... Reactants: CC(C)C(Br)C(=O)O, CCN=C=NCCCN(C)C, NC(C(=O)NCCc1ccccc1)C(=O)NCCc1ccccc1, CN1CCOCC1, ClCCl, Cl, O=C(O)C(F)(F)F. Product: CC(C)C(Br)C(=O)NC(C(=O)NCCc1ccccc1)C(=O)NCCc1ccccc1. RXN SMILES: [Br:32][CH:33]([C:34](=[O:35])[OH:36])[CH:37]([CH3:38])[CH3:39].[CH2:48]([N:49]=[C:50]=[N:51][CH2:52][CH2:53][CH2:54][N:55]([CH3:56])[CH3:57])[CH3:58].[CH2:8]([CH2:9][c:10]1[cH:11][cH:12][cH:13][cH:14][cH:15]1)[NH:16][C:17]([CH:18]([C:19](=[O:20])[NH:21][CH2:22][CH2:23][c:24]1[cH:25][cH:26][cH:27][cH:28][cH:29]1)[NH2:30])=[O:31].[CH3:40][N:41]1[CH2:42][CH2:43][O:44][CH2:45][CH2:46]1.[Cl:59][CH2:60][Cl:61].[ClH:47].[F:1][C:2]([F:3])([F:4])[C:5]([OH:6])=[O:7]>>[CH2:8]([CH2:9][c:10]1[cH:11][cH:12][cH:13][cH:14][cH:15]1)[NH:16][C:17]([CH:18]([C:19](=[O:20])[NH:21][CH2:22][CH2:23][c:24]1[cH:25][cH:26][cH:27][cH:28][cH:29]1)[NH:30][C:34]([CH:33]([Br:32])[CH:37]([CH3:38])[CH3:39])=[O:35])=[O:31]. Reactants: NC(C(=O)O)C(C1=CC=CC=C1)N(C=O)CC1=CC=CC=C1 (2-amino-3-(N-benzyl-N-formylamino)-3-phenylpropionic acid), CO (methanol), S(=O)(Cl)Cl (thionyl chloride). Reagents/catalysts: CN(C)C=O (DMF). Reaction conditions: time 20 hour. Product: NC(C(=O)OC)C(C1=CC=CC=C1)N(C=O)CC1=CC=CC=C1 (Methyl 2-amino-3-(N-benzyl-N-formylamino)-3-phenylpropionate). As a reaction SMILES: [NH2:1][CH:2]([CH:6]([N:13]([CH2:16][C:17]1[CH:22]=[CH:21][CH:20]=[CH:19][CH:18]=1)[CH:14]=[O:15])[C:7]1[CH:12]=[CH:11][CH:10]=[CH:9][CH:8]=1)[C:3]([OH:5])=[O:4].S(Cl)(Cl)=O.[CH3:27]O>CN(C=O)C>[NH2:1][CH:2]([CH:6]([N:13]([CH2:16][C:17]1[CH:18]=[CH:19][CH:20]=[CH:21][CH:22]=1)[CH:14]=[O:15])[C:7]1[CH:12]=[CH:11][CH:10]=[CH:9][CH:8]=1)[C:3]([O:5][CH3:27])=[O:4]. Reported procedure: 13.5 g (0.04 mol) of 2-amino-3-(N-benzyl-N-formylamino)-3-phenylpropionic acid were dissolved in methanol, and 7.1 g (0.06 mol) of thionyl chloride and 1 drop of DMF were added dropwise. After 20 hours, the solvents were removed, the residue was suspended in diethyl ether and 5% strength NaHCO3 solution was added with stirring. The ether phase was separated off, washed and dried. Removal of the solvents gave 4.0 g of the title compound as a colorless oil which was used without further purificati... Reactants: BrC1=CC(=C(C=C1)O)I (4-Bromo-2-iodophenol), C1(=CC=CC=C1)P(C1=CC=CC=C1)C1=CC=CC=C1 (triphenylphosphine), C(C)(C)NC(C)C (diisopropylamine), C(CC#C)N1[C@@H](CCC1)C ((R)-1-but-3-ynyl-2-methylpyrrolidine). Reagents/catalysts: C(C)(=O)[O-].[Pd+2].C(C)(=O)[O-] (palladium (II) acetate), [Cu]I (copper(I) iodide). The solvent is CC#N (MeCN). Run at time 3 day. Yields the product BrC=1C=CC2=C(C=C(O2)CCN2[C@@H](CCC2)C)C1 ((2R)-1-[2-(5-bromo-1-benzofuran-2-yl)ethyl]-2-methylpyrrolidine). Isolated yield 26.0%. RXN SMILES: [Br:1][C:2]1[CH:7]=[CH:6][C:5]([OH:8])=[C:4](I)[CH:3]=1.C1(P(C2C=CC=CC=2)C2C=CC=CC=2)C=CC=CC=1.C(NC(C)C)(C)C.[CH2:36]([N:40]1[CH2:44][CH2:43][CH2:42][C@H:41]1[CH3:45])[CH2:37][C:38]#[CH:39]>C([O-])(=O)C.[Pd+2].C([O-])(=O)C.[Cu]I.CC#N>[Br:1][C:2]1[CH:7]=[CH:6][C:5]2[O:8][C:38]([CH2:37][CH2:36][N:40]3[CH2:44][CH2:43][CH2:42][C@H:41]3[CH3:45])=[CH:39][C:4]=2[CH:3]=1 |f:4.5.6|. Procedure details: 4-Bromo-2-iodophenol (2.99 g, 90% pure, 9 mmol), palladium (II) acetate (112 mg, 0.50 mmol), triphenylphosphine (262 mg, 1.0 mmol), copper(I) iodide (571 mg, 3.0 mmol), and diisopropylamine (14 mL, 100 mmol) were dissolved into a 0.09 M MeCN solution of (R)-1-but-3-ynyl-2-methylpyrrolidine (120 mL, 10.8 mmol) and stirred at room temperature three days, then at 80° C. overnight. The reaction mixture was cooled to room temperature, concentrated, and chromatographed through a short column of silica... Procedure: To a solution of ethyl [(4-amino-3-oxoindan-5-yl) oxy]acetate (8.7 g, 34.9 mmol.) in toluene (200 mL) was added potassium t-butoxide (400 mg, 3.6 mmol.). The mixture was refluxed for 12 hours under argon atmosphere. The reaction mixture was cooled, which was poured into water, followed by neutralization with dilute hydrochloric acid. The organic matter was extracted with ethyl acetate, which was washed with a saturated aqueous saline solution and water, followed by drying over anhydrous magnesiu... RXN SMILES: [NH2:1][C:2]1[C:10]([O:11][CH2:12][C:13](OCC)=[O:14])=[CH:9][CH:8]=[C:7]2[C:3]=1[C:4](=[O:18])[CH2:5][CH2:6]2.CC(C)([O-])C.[K+].O.Cl>C1(C)C=CC=CC=1>[NH:1]1[C:13](=[O:14])[CH2:12][O:11][C:10]2[CH:9]=[CH:8][C:7]3[CH2:6][CH2:5][C:4](=[O:18])[C:3]=3[C:2]1=2 |f:1.2|. Run in C1(=CC=CC=C1)C (toluene). Starting materials: NC1=C2C(CCC2=CC=C1OCC(=O)OCC)=O (ethyl [(4-amino-3-oxoindan-5-yl) oxy]acetate), CC(C)([O-])C.[K+] (potassium t-butoxide), Cl (hydrochloric acid), O (water). Yields the product N1C2=C(OCC1=O)C=CC=1CCC(C12)=O (7,8-Dihydroindeno[5,4-b][1,4]oxazine-2,9(1H,3H)-dione). The yield is 67.7%.